Dataset: the Open Reaction Database (ORD), a public repository of structured organic reaction records. Task: describe an organic reaction: reactants, conditions, products, and yield The reactants are CC(=O)O, O=C1Nc2ccc(I)cc2C1=O, NNC(=O)c1cccc(O)c1. Yields the product O=C1Nc2ccc(I)cc2C1=NNC(=O)c1cccc(O)c1. Reaction SMILES: [CH3:24][C:25](=[O:26])[OH:27].[I:1][c:2]1[cH:3][c:4]2[c:8]([cH:9][cH:10]1)[NH:7][C:6](=[O:11])[C:5]2=[O:12].[OH:13][c:14]1[cH:15][c:16]([C:17](=[O:18])[NH:19][NH2:20])[cH:21][cH:22][cH:23]1>>[I:1][c:2]1[cH:3][c:4]2[c:8]([cH:9][cH:10]1)[NH:7][C:6](=[O:11])[C:5]2=[N:20][NH:19][C:17]([c:16]1[cH:15][c:14]([OH:13])[cH:23][cH:22][cH:21]1)=[O:18]. The reactants are ClC=1C=C2C(C(NC2=CC1)=O)(C1=C(C=CC(=C1)C)OC)N1[C@@H](C(=O)N(C)C)C[C@@H](C1)O ((4S)-1-[5-chloro-3-(2-methoxy-5-methylphenyl)-2-oxo-2,3-dihydro-1H-indol-3-yl]-4-hydroxy-N,N-dimethyl-D-prolinamide), COC1=CC(=C(C=C1)S(=O)(=O)Cl)OC(F)(F)F (4-methoxy-2-(trifluoromethoxy)benzene sulfonyl chloride). Product: ClC=1C=C2C(C(N(C2=CC1)S(=O)(=O)C1=C(C=C(C=C1)OC)OC(F)(F)F)=O)(C1=C(C=CC(=C1)C)OC)N1[C@@H](C(=O)N(C)C)C[C@@H](C1)O ((4S)-1-(5-chloro-3-(2-methoxy-5-methylphenyl)-1-{[4-methoxy-2-(trifluoromethoxy)phenyl]sulfonyl}-2-oxo-2,3-dihydro-1H-indol-3-yl)-4-hydroxy-N,N-dimethyl-D-prolinamide). The yield is 72.1%. RXN SMILES: [Cl:1][C:2]1[CH:3]=[C:4]2[C:8](=[CH:9][CH:10]=1)[NH:7][C:6](=[O:11])[C:5]2([N:21]1[CH2:30][C@@H:29]([OH:31])[CH2:28][C@@H:22]1[C:23]([N:25]([CH3:27])[CH3:26])=[O:24])[C:12]1[CH:17]=[C:16]([CH3:18])[CH:15]=[CH:14][C:13]=1[O:19][CH3:20].[CH3:32][O:33][C:34]1[CH:39]=[CH:38][C:37]([S:40](Cl)(=[O:42])=[O:41])=[C:36]([O:44][C:45]([F:48])([F:47])[F:46])[CH:35]=1>>[Cl:1][C:2]1[CH:3]=[C:4]2[C:8](=[CH:9][CH:10]=1)[N:7]([S:40]([C:37]1[CH:38]=[CH:39][C:34]([O:33][CH3:32])=[CH:35][C:36]=1[O:44][C:45]([F:46])([F:47])[F:48])(=[O:42])=[O:41])[C:6](=[O:11])[C:5]2([N:21]1[CH2:30][C@@H:29]([OH:31])[CH2:28][C@@H:22]1[C:23]([N:25]([CH3:27])[CH3:26])=[O:24])[C:12]1[CH:17]=[C:16]([CH3:18])[CH:15]=[CH:14][C:13]=1[O:19][CH3:20]. Reported procedure: With 300 mg of the compound obtained in Step 134-1 (Isomer B) and 220 mg of 4-methoxy-2-(trifluoromethoxy)benzene sulfonyl chloride as starting materials, 340 mg of the title compound (colorless amorphous) was obtained by a similar method to Example 2. Starting materials: C(C)(C)(C)N=C=O (tert-butyl isocyanate), [OH-].[Na+] (sodium hydroxide), C(C)(C)(C)N=C=O (Tert-butyl isocyanate), OCCC1=C2CC(NC2=CC=C1)=O (4-(2-hydroxy-ethyl)-1,3-dihydro-indol-2-one), C(C)(C)(C)N=C=O (tert-butyl isocyanate). The reagents and catalysts are N1=CC=CC=C1 (pyridine). The solvent is O1CCCC1 (tetrahydrofuran), CN(C=O)C (dimethylforamide). Reaction conditions: temperature 80 celsius. Product: O=C1NC2=CC=CC(=C2C1)CCOC(NC(C)(C)C)=O (tert-butyl-carbamic acid 2-(2-oxo-2,3-dihydro-1H-indol-4-yl)-ethyl ester). The yield is 11.8%. Reaction SMILES: [C:1]([N:5]=[C:6]=[O:7])([CH3:4])([CH3:3])[CH3:2].[OH:8][CH2:9][CH2:10][C:11]1[CH:19]=[CH:18][CH:17]=[C:16]2[C:12]=1[CH2:13][C:14](=[O:20])[NH:15]2.[OH-].[Na+]>O1CCCC1.CN(C)C=O.N1C=CC=CC=1>[O:20]=[C:14]1[CH2:13][C:12]2[C:16](=[CH:17][CH:18]=[CH:19][C:11]=2[CH2:10][CH2:9][O:8][C:6](=[O:7])[NH:5][C:1]([CH3:4])([CH3:3])[CH3:2])[NH:15]1 |f:2.3|. Procedure: Tert-butyl isocyanate (0.685 mL, 6 mmol) was added dropwise to a stirred mixture of 4-(2-hydroxy-ethyl)-1,3-dihydro-indol-2-one (709 mg, 4 mmol) in tetrahydrofuran (8 mL), dimethylforamide (2 mL) and pyridine (3 drops). The mixture was heated at 70° C. for 15 hours and 80° C. for 39 hours. 0.457 mL of tert-butyl isocyanate was added to the reaction and continued to heat at 90° C. for 24 hours. More tert-butyl isocyanate (0.457 mL) was added and continued to heat at 90° C. for 37 hours. The react...